Dataset: the Open Reaction Database (ORD), a public repository of structured organic reaction records. Task: describe an organic reaction: reactants, conditions, products, and yield Reactants: Cc1cc(C)cc(B(O)O)c1, CN1C(=O)CCC2(C)c3ccc(Br)cc3CCC12, Cc1ccccc1, CO, ClCCl, [Na+], [Na+], O=C([O-])[O-]. The product is Cc1cc(C)cc(-c2ccc3c(c2)CCC2N(C)C(=O)CCC32C)c1. As a reaction SMILES: [CH3:19][c:20]1[cH:21][c:22]([B:27]([OH:28])[OH:29])[cH:23][c:24]([CH3:26])[cH:25]1.[CH3:1][N:2]1[C:3](=[O:18])[CH2:4][CH2:5][C:6]2([CH3:17])[c:7]3[c:8]([cH:12][c:13]([Br:16])[cH:14][cH:15]3)[CH2:9][CH2:10][CH:11]12.[CH3:36][c:37]1[cH:38][cH:39][cH:40][cH:41][cH:42]1.[CH3:46][OH:47].[Cl:43][CH2:44][Cl:45].[Na+:30].[Na+:31].[O-:32][C:33](=[O:34])[O-:35]>>[CH3:1][N:2]1[C:3](=[O:18])[CH2:4][CH2:5][C:6]2([CH3:17])[c:7]3[c:8]([cH:12][c:13](-[c:22]4[cH:21][c:20]([CH3:19])[cH:25][c:24]([CH3:26])[cH:23]4)[cH:14][cH:15]3)[CH2:9][CH2:10][CH:11]12. Reactants: Cl.FC[C@@H]1[C@@H](C(N1)=O)N (cis 4-fluoromethyl-3-amino-2-oxo-azetidine hydrochloride), S(=O)(=O)(C1=CC=C(C)C=C1)Cl (tosyl chloride), C(C1=CC=CC=C1)(C1=CC=CC=C1)(C1=CC=CC=C1)NC=1SC=C(N1)C(C(=O)O)=NOC(F)F (2-(2-tritylamino-4-thiazolyl)-2-difluoromethoxyimino-acetic acid), CC(=O)C (acetone). The solvent is C(C)N(CC)CC (triethylamine), C(Cl)Cl (methylene chloride), C(C)N(CC)CC (trietylamine). Reaction conditions: time 90 minute. Product: FC[C@@H]1[C@@H](C(N1)=O)NC(C(=NOC(F)F)C=1N=C(SC1)NC(C1=CC=CC=C1)(C1=CC=CC=C1)C1=CC=CC=C1)=O (cis 4-fluoromethyl-3-[2-(2-tritylamino-4-thiazolyl)-2-difluoromethoxyimino-acetamido]-2-oxo-azetidine). Reaction SMILES: S(Cl)(C1C=CC(C)=CC=1)(=O)=O.[C:12]([NH:31][C:32]1[S:33][CH:34]=[C:35]([C:37](=[N:41][O:42][CH:43]([F:45])[F:44])[C:38]([OH:40])=O)[N:36]=1)([C:25]1[CH:30]=[CH:29][CH:28]=[CH:27][CH:26]=1)([C:19]1[CH:24]=[CH:23][CH:22]=[CH:21][CH:20]=1)[C:13]1[CH:18]=[CH:17][CH:16]=[CH:15][CH:14]=1.CC(C)=O.Cl.[F:51][CH2:52][C@H:53]1[NH:56][C:55](=[O:57])[C@H:54]1[NH2:58]>C(N(CC)CC)C.C(Cl)Cl>[F:51][CH2:52][C@H:53]1[NH:56][C:55](=[O:57])[C@H:54]1[NH:58][C:38](=[O:40])[C:37]([C:35]1[N:36]=[C:32]([NH:31][C:12]([C:13]2[CH:14]=[CH:15][CH:16]=[CH:17][CH:18]=2)([C:25]2[CH:26]=[CH:27][CH:28]=[CH:29][CH:30]=2)[C:19]2[CH:20]=[CH:21][CH:22]=[CH:23][CH:24]=2)[S:33][CH:34]=1)=[N:41][O:42][CH:43]([F:45])[F:44] |f:3.4|. Procedure: 0.339 g of tosyl chloride were added to a mixture of 0.914 g of the syn isomer of 2-(2-tritylamino-4-thiazolyl)-2-difluoromethoxyimino-acetic acid, 7 ml of acetone and 0.25 ml of trietylamine and the mixture was stirred for 50 minutes after which a solution of 0.23 g of cis 4-fluoromethyl-3-amino-2-oxo-azetidine hydrochloride, 7 ml of methylene chloride and 0.45 ml of triethylamine was added thereto. The mixture was stirred for 90 minutes and was evaporated to dryness. The residue was added to m... The reactants are NCCCN1CCN(CC1)CC1=CC=C(C=C1)Cl (1-(3-aminopropyl)-4-(4-chlorobenzyl)piperazine), ClC1=CC=C(C=C1)N=C=O (4-chlorophenyl isocyanate). Reported procedure: The procedure described in Example 3 was followed, using 1-(3-aminopropyl)-4-(4-chlorobenzyl)piperazine (2.67 g; 10 mmole), methylene chloride (50 ml) and 4-chlorophenyl isocyanate (1.54 g; 10 mmole). Recrystallization from methanol provided the title compound (1.1 g; 25% yield) as colorless crystals, m.p. 241° C. Solvent: C(Cl)Cl (methylene chloride). The yield is 48.1%. Reaction SMILES: [NH2:1][CH2:2][CH2:3][CH2:4][N:5]1[CH2:10][CH2:9][N:8]([CH2:11][C:12]2[CH:17]=[CH:16][C:15]([Cl:18])=[CH:14][CH:13]=2)[CH2:7][CH2:6]1.[Cl:19][C:20]1[CH:25]=[CH:24][C:23]([N:26]=[C:27]=[O:28])=[CH:22][CH:21]=1>C(Cl)Cl>[ClH:18].[Cl:18][C:15]1[CH:14]=[CH:13][C:12]([CH2:11][N:8]2[CH2:9][CH2:10][N:5]([CH2:4][CH2:3][CH2:2][NH:1][C:27]([NH:26][C:23]3[CH:24]=[CH:25][C:20]([Cl:19])=[CH:21][CH:22]=3)=[O:28])[CH2:6][CH2:7]2)=[CH:17][CH:16]=1 |f:3.4|. Yields the product Cl.ClC1=CC=C(CN2CCN(CC2)CCCNC(=O)NC2=CC=C(C=C2)Cl)C=C1 (1-{3-[4-(4-Chlorobenzyl)piperazin-1-yl]propyl}-3-(4-chlorophenyl)urea hydrochloride). Yields the product CC(C)(C)OC(=O)N1CC2CN(c3cncc(OCC(F)(F)F)c3)CC2C1. Starting materials: FC(F)(F)COc1cncc(Br)c1, CC(C)(C)OC(=O)N1CC2CNCC2C1. As a reaction SMILES: [Br:16][c:17]1[cH:18][n:19][cH:20][c:21]([O:23][CH2:24][C:25]([F:26])([F:27])[F:28])[cH:22]1.[CH2:1]1[N:2]([C:9](=[O:10])[O:11][C:12]([CH3:13])([CH3:14])[CH3:15])[CH2:3][CH:4]2[CH:5]1[CH2:6][NH:7][CH2:8]2>>[CH2:1]1[N:2]([C:9](=[O:10])[O:11][C:12]([CH3:13])([CH3:14])[CH3:15])[CH2:3][CH:4]2[CH:5]1[CH2:6][N:7]([c:17]1[cH:18][n:19][cH:20][c:21]([O:23][CH2:24][C:25]([F:26])([F:27])[F:28])[cH:22]1)[CH2:8]2. Starting materials: OC1=C(N(C=CC1=O)CCCCCO)C (3-Hydroxy-1-(5'-hydroxypentyl)-2-methylpyrid-4-one), Br (hydrogen bromide), C(C)(=O)O (acetic acid). The product is C(C)(=O)OCCCCCN1C(=C(C(C=C1)=O)O)C (1-(5'-acetoxypentyl)-3-hydroxy-2-methylpyrid-4-one). Isolated yield 65.0%. As a reaction SMILES: [OH:1][C:2]1[C:7](=[O:8])[CH:6]=[CH:5][N:4]([CH2:9][CH2:10][CH2:11][CH2:12][CH2:13][OH:14])[C:3]=1[CH3:15].Br.[C:17](O)(=[O:19])[CH3:18]>>[C:17]([O:14][CH2:13][CH2:12][CH2:11][CH2:10][CH2:9][N:4]1[CH:5]=[CH:6][C:7](=[O:8])[C:2]([OH:1])=[C:3]1[CH3:15])(=[O:19])[CH3:18]. Procedure details: 3-Hydroxy-1-(5'-hydroxypentyl)-2-methylpyrid-4-one, prepared as described under Example 14, (2 g) is dissolved in glacial acetic acid containing about 1% w/v of hydrogen bromide and the solution is refluxed for 2 hours. The resultant mixture is subjected to rotary evaporation and the residue crystallised from aqueous ethanol to give 1-(5'-acetoxypentyl)-3-hydroxy-2-methylpyrid-4-one in 65% yield. m.p. 132°-133° C., νmax (nujol) 1520, 1540, 1580, 1635, 1735 cm-1 and δ(d6DMSO), 1.6 (m, 6H), 2.1 (s... The reactants are ClC1=CC(=NC2=CC=C(C=C12)OC(F)(F)F)N1CCS(C2=C(C1)C=CC=C2)(=O)=O (4-(4-Chloro-6-(trifluoromethoxy)quinolin-2-yl)-2,3,4,5-tetrahydro-1,4-benzothiazepine 1,1-dioxide), O[C@@H]1CC(NC1)=O ((4R)-4-hydroxypyrrolidin-2-one), C([O-])([O-])=O.[K+].[K+] (potassium carbonate), CN[C@H]1[C@@H](CCCC1)NC (trans-N,N′-dimethylcyclohexane-1,2-diamine). Reagents/catalysts: [Cu]I (copper(I) iodide). Run in ClCCl (dichloromethane), COCCOCCOC (diethylene glycol dimethyl ether). Conditions: temperature 140 celsius, time 2 hour. Yields the product O=S1(CCN(CC2=C1C=CC=C2)C2=NC1=CC=C(C=C1C(=C2)N2C(C[C@H](C2)O)=O)C)=O ((4R)-1-[2-(1,1-Dioxido-2,3-dihydro-1,4-benzothiazepin-4(5H)-yl)-6-methylquinolin-4-yl]-4-hydroxypyrrolidin-2-one). RXN SMILES: Cl[C:2]1[C:11]2[C:6](=[CH:7][CH:8]=[C:9](OC(F)(F)F)[CH:10]=2)[N:5]=[C:4]([N:17]2[CH2:23][C:22]3[CH:24]=[CH:25][CH:26]=[CH:27][C:21]=3[S:20](=[O:29])(=[O:28])[CH2:19][CH2:18]2)[CH:3]=1.[OH:30][C@H:31]1[CH2:35][NH:34][C:33](=[O:36])[CH2:32]1.[C:37](=O)([O-])[O-].[K+].[K+].CN[C@@H]1CCCC[C@H]1NC>ClCCl.[Cu]I.COCCOCCOC>[O:29]=[S:20]1(=[O:28])[C:21]2[CH:27]=[CH:26][CH:25]=[CH:24][C:22]=2[CH2:23][N:17]([C:4]2[CH:3]=[C:2]([N:34]3[CH2:35][C@H:31]([OH:30])[CH2:32][C:33]3=[O:36])[C:11]3[C:6](=[CH:7][CH:8]=[C:9]([CH3:37])[CH:10]=3)[N:5]=2)[CH2:18][CH2:19]1 |f:2.3.4|. Reported procedure: A mixture of 4-(4-bromo-6-methylquinolin-2-yl)-2,3,4,5-tetrahydro-1,4-benzothiazepine 1,1-dioxide (400 mg, 0.96 mol, prepared in analogy to 4-(4-chloro-6-(trifluoromethoxy)quinolin-2-yl)-2,3,4,5-tetrahydro-1,4-benzothiazepine 1,1-dioxide in Example 17-1), (4R)-4-hydroxypyrrolidin-2-one (116.3 mg, 1.15 mmol), copper(I) iodide (90 mg, 0.47 mmol), potassium carbonate (265 mg, 1.92 mmol), trans-N,N′-dimethylcyclohexane-1,2-diamine (0.1 mL, 0.63 mmol) and diethylene glycol dimethyl ether (10 mL) was ... The reactants are alcohol, C1CCOC1 (THF), B(OC(C)C)(OC(C)C)OC(C)C (triisopropyl borate), [Li]CCCC (n-BuLi), B(OC(C)C)(OC(C)C)OC(C)C (triisopropyl borate). Solvent: reagent-grade. Run at temperature -78 celsius, time 30 minute. Yields the product CC1C2=C(B(OC1)O)C=CC=C2 (4-Methyl-3,4-dihydro-benzo[c][1,2]oxaborinin-1-ol). As a reaction SMILES: [Li][CH2:2][CH2:3][CH2:4][CH3:5].[B:6]([O:15][CH:16](C)C)([O:11]C(C)C)OC(C)C.[CH2:19]1[CH2:23]O[CH2:21][CH2:20]1>>[CH3:5][CH:4]1[CH2:16][O:15][B:6]([OH:11])[C:23]2[CH:19]=[CH:20][CH:21]=[CH:2][C:3]1=2. Reported procedure: In a 250 mL round bottom flask, 3.2054 g (10.2330 mmol, 1.0 eq) of the protected alcohol was dissolved in 83 mL of reagent-grade THF under N2 atmosphere. The solution was then cooled to −78° C. using a dry ice/acetone bath. 4.50 mL (11.2563 mmol, 1.1 eq) of the n-BuLi (2.5 M in hexanes) was added dropwise to the solution. The reaction was allowed to stir for 30 min while maintaining lowered temperature. 3.54 mL (15.3495 mmol, 1.5 eq) of the triisopropyl borate was added to the reaction slowly at... Starting materials: O.O.[Sn](Cl)Cl (tin (II) chloride dihydrate), C1(CCCCC1)C1=CC=C(N)C=C1 (4-cyclohexylaniline), C(C)O (ethanol), N(=O)[O-].[Na+] (sodium nitrite). The solvent is Cl (HCl), Cl (HCl), O (water). Reaction conditions: temperature -5 celsius, time 4 hour. Product: Cl.C1(CCCCC1)C1=CC=C(C=C1)NN (4-Cyclohexylphenylhydrazine hydrochloride). The yield is 66.1%. Reaction SMILES: [CH:1]1([C:7]2[CH:13]=[CH:12][C:10]([NH2:11])=[CH:9][CH:8]=2)[CH2:6][CH2:5][CH2:4][CH2:3][CH2:2]1.C(O)C.[N:17]([O-])=O.[Na+].O.O.[Sn](Cl)[Cl:24]>Cl.O>[ClH:24].[CH:1]1([C:7]2[CH:8]=[CH:9][C:10]([NH:11][NH2:17])=[CH:12][CH:13]=2)[CH2:2][CH2:3][CH2:4][CH2:5][CH2:6]1 |f:2.3,4.5.6,9.10|. Procedure details: To a slurry a 4-cyclohexylaniline (350.6 g) and ethanol (330 ml) in 30% HCl (1470 ml) was added a solution of sodium nitrite (151.8 g) in water (735 ml), while maintaining the temperature between -8 to -2° C. The reaction was stirred for an additional four hours at -2 to 10° C. A solution of tin (II) chloride dihydrate (1353.8 g) in 30% HCl (1470 ml) was added slowly, and the resulting white suspension was cooled overnight. The crude product was collected by vacuum filtration and washed with 1 N... The reactants are COc1ccc(CNC(=O)C(C)C(=O)O)cc1OC, CN1C(=O)C(N)N=C(c2ccccc2)c2ccccc21. Product: COc1ccc(CNC(=O)C(C)C(=O)NC2N=C(c3ccccc3)c3ccccc3N(C)C2=O)cc1OC. RXN SMILES: [CH3:21][CH:22]([C:23](=[O:24])[OH:25])[C:26](=[O:27])[NH:28][CH2:29][c:30]1[cH:31][c:32]([O:38][CH3:39])[c:33]([O:36][CH3:37])[cH:34][cH:35]1.[NH2:1][CH:2]1[C:3](=[O:20])[N:4]([CH3:19])[c:5]2[c:6]([cH:15][cH:16][cH:17][cH:18]2)[C:7]([c:9]2[cH:10][cH:11][cH:12][cH:13][cH:14]2)=[N:8]1>>[NH:1]([CH:2]1[C:3](=[O:20])[N:4]([CH3:19])[c:5]2[c:6]([cH:15][cH:16][cH:17][cH:18]2)[C:7]([c:9]2[cH:10][cH:11][cH:12][cH:13][cH:14]2)=[N:8]1)[C:23]([CH:22]([CH3:21])[C:26](=[O:27])[NH:28][CH2:29][c:30]1[cH:31][c:32]([O:38][CH3:39])[c:33]([O:36][CH3:37])[cH:34][cH:35]1)=[O:24]. The reactants are BrC=1C=C(C=CC1F)CN(C(=O)C=1C=C(C(=O)OC)C=CC1)C (methyl 3-{[[(3-bromo-4-fluorophenyl)methyl](methyl)amino]carbonyl}benzoate), CC(C)(C)OC(=O)N1[C@H](CN(CC1)CC=1C=C(C=CC1)B(O)O)C ({3-[((3S)-4-{[(1,1-dimethylethyl)oxy]carbonyl}-3-methyl-1-piperazinyl)methyl]-phenyl}boronic acid), C(=O)([O-])[O-].[K+].[K+] (K2CO3). Reagents/catalysts: C=1C=CC(=CC1)[P](C=2C=CC=CC2)(C=3C=CC=CC3)[Pd]([P](C=4C=CC=CC4)(C=5C=CC=CC5)C=6C=CC=CC6)([P](C=7C=CC=CC7)(C=8C=CC=CC8)C=9C=CC=CC9)[P](C=1C=CC=CC1)(C=1C=CC=CC1)C=1C=CC=CC1 (Pd(PPh3)4). Solvent: O1CCOCC1.O (p-dioxane H2O). Conditions: temperature 130 celsius. Product: FC1=C(C=C(C=C1)CN(C(=O)C1=CC(=CC=C1)C(=O)OC)C)C1=CC(=CC=C1)CN1C[C@@H](N(CC1)C(=O)OC(C)(C)C)C (1,1-Dimethylethyl (2S)-4-[(2′-fluoro-5′-{[methyl({3-[(methyloxy) carbonyl]phenyl}carbonyl)amino]methyl}-3-biphenylyl)methyl]-2-methyl-1-piperazinecarboxylate). Yield: 69.3%. As a reaction SMILES: Br[C:2]1[CH:3]=[C:4]([CH2:9][N:10]([CH3:23])[C:11]([C:13]2[CH:14]=[C:15]([CH:20]=[CH:21][CH:22]=2)[C:16]([O:18][CH3:19])=[O:17])=[O:12])[CH:5]=[CH:6][C:7]=1[F:8].[CH3:24][C:25]([O:28][C:29]([N:31]1[CH2:36][CH2:35][N:34]([CH2:37][C:38]2[CH:39]=[C:40](B(O)O)[CH:41]=[CH:42][CH:43]=2)[CH2:33][C@@H:32]1[CH3:47])=[O:30])([CH3:27])[CH3:26].C([O-])([O-])=O.[K+].[K+]>O1CCOCC1.O.C1C=CC([P]([Pd]([P](C2C=CC=CC=2)(C2C=CC=CC=2)C2C=CC=CC=2)([P](C2C=CC=CC=2)(C2C=CC=CC=2)C2C=CC=CC=2)[P](C2C=CC=CC=2)(C2C=CC=CC=2)C2C=CC=CC=2)(C2C=CC=CC=2)C2C=CC=CC=2)=CC=1>[F:8][C:7]1[CH:6]=[CH:5][C:4]([CH2:9][N:10]([CH3:23])[C:11]([C:13]2[CH:22]=[CH:21][CH:20]=[C:15]([C:16]([O:18][CH3:19])=[O:17])[CH:14]=2)=[O:12])=[CH:3][C:2]=1[C:40]1[CH:41]=[CH:42][CH:43]=[C:38]([CH2:37][N:34]2[CH2:35][CH2:36][N:31]([C:29]([O:28][C:25]([CH3:27])([CH3:26])[CH3:24])=[O:30])[C@@H:32]([CH3:47])[CH2:33]2)[CH:39]=1 |f:2.3.4,5.6,^1:64,66,85,104|. Procedure: To a solution of methyl 3-{[[(3-bromo-4-fluorophenyl)methyl](methyl)amino]carbonyl}benzoate (0.20 g, 0.526 mmol) in p-dioxane/H2O (4.5/1.5 mL) was added {3-[((3S)-4-{[(1,1-dimethylethyl)oxy]carbonyl}-3-methyl-1-piperazinyl)methyl]-phenyl}boronic acid (0.264 g, 0.789 mmol), Pd(PPh3)4 (0.030 g, 0.026 mmol), and K2CO3 (0.29 mL, 2.1 mmol). The mixture was heated with z microwave at 130° C. for 15 min. The mixture was then filtered, and the filtrate concentrated and purified by CombiFlash chromatogra...